describe an organic reaction: reactants, conditions, products, and yield From a dataset of the Open Reaction Database (ORD), a public repository of structured organic reaction records. Starting materials: CCn1cc(C(=O)O)c(=O)c2cc(F)c(Cl)cc21, Clc1ccc2oc(C3CNCCN3)cc2c1, c1ccncc1. Product: CCn1cc(C(=O)O)c(=O)c2cc(F)c(N3CCNC(c4cc5cc(Cl)ccc5o4)C3)cc21. As a reaction SMILES: [Cl:17][c:18]1[c:19]([F:34])[cH:20][c:21]2[c:22](=[O:33])[c:23]([C:30](=[O:31])[OH:32])[cH:24][n:25]([CH2:28][CH3:29])[c:26]2[cH:27]1.[Cl:1][c:2]1[cH:3][cH:4][c:5]2[c:6]([cH:7][c:8]([CH:10]3[NH:11][CH2:12][CH2:13][NH:14][CH2:15]3)[o:9]2)[cH:16]1.[cH:35]1[cH:36][cH:37][n:38][cH:39][cH:40]1>>[Cl:1][c:2]1[cH:3][cH:4][c:5]2[c:6]([cH:7][c:8]([CH:10]3[NH:11][CH2:12][CH2:13][N:14]([c:18]4[c:19]([F:34])[cH:20][c:21]5[c:22](=[O:33])[c:23]([C:30](=[O:31])[OH:32])[cH:24][n:25]([CH2:28][CH3:29])[c:26]5[cH:27]4)[CH2:15]3)[o:9]2)[cH:16]1. The reactants are ClC1=NC=C(C=C1C(F)(F)F)I (2-chloro-5-iodo-3-(trifluoromethyl)pyridine), COC1=CC=C(C=C1)CN ((4-methoxyphenyl)methanamine), CC(C)(C)[O-].[Na+] (NaOtBu). The reagents and catalysts are C=1C=CC(=CC1)/C=C/C(=O)/C=C/C2=CC=CC=C2.C=1C=CC(=CC1)/C=C/C(=O)/C=C/C2=CC=CC=C2.C=1C=CC(=CC1)/C=C/C(=O)/C=C/C2=CC=CC=C2.[Pd].[Pd] (Pd2(dba)3), CC1(C2=C(C(=CC=C2)P(C3=CC=CC=C3)C4=CC=CC=C4)OC5=C(C=CC=C51)P(C6=CC=CC=C6)C7=CC=CC=C7)C (Xantphos). Solvent: CCOC(=O)C (EtOAc), hexanes, C1(=CC=CC=C1)C (toluene), C(Cl)Cl (DCM). The product is ClC1=C(C=C(C=N1)NCC1=CC=C(C=C1)OC)C(F)(F)F (6-chloro-N-(4-methoxybenzyl)-5-(trifluoromethyl)pyridin-3-amine). Yield: 80.2%. RXN SMILES: [Cl:1][C:2]1[C:7]([C:8]([F:11])([F:10])[F:9])=[CH:6][C:5](I)=[CH:4][N:3]=1.[CH3:13][O:14][C:15]1[CH:20]=[CH:19][C:18]([CH2:21][NH2:22])=[CH:17][CH:16]=1.CC([O-])(C)C.[Na+]>C1(C)C=CC=CC=1.CCOC(C)=O.C(Cl)Cl.C1C=CC(/C=C/C(/C=C/C2C=CC=CC=2)=O)=CC=1.C1C=CC(/C=C/C(/C=C/C2C=CC=CC=2)=O)=CC=1.C1C=CC(/C=C/C(/C=C/C2C=CC=CC=2)=O)=CC=1.[Pd].[Pd].CC1(C)C2C(=C(P(C3C=CC=CC=3)C3C=CC=CC=3)C=CC=2)OC2C(P(C3C=CC=CC=3)C3C=CC=CC=3)=CC=CC1=2>[Cl:1][C:2]1[N:3]=[CH:4][C:5]([NH:22][CH2:21][C:18]2[CH:19]=[CH:20][C:15]([O:14][CH3:13])=[CH:16][CH:17]=2)=[CH:6][C:7]=1[C:8]([F:11])([F:10])[F:9] |f:2.3,7.8.9.10.11|. Reported procedure: An oil bath was preheated to 130° C. A mixture of 2-chloro-5-iodo-3-(trifluoromethyl)pyridine (47 g, 152.8 mmol), (4-methoxyphenyl)methanamine (23.8 mL, 183.4 mmol), Xantphos (2.6 g, 4.58 mmol) and NaOtBu (22 g, 229.2 mmol) in toluene (500 mL) was stirred at room temperature while bubbling nitrogen for 5 min. Pd2(dba)3 (2.8 g, 3.05 mmol) was then added and the reaction mixture was refluxed for 2 h. The mixture was cooled to room temperature and it was filtered through a pad of celite. The pad of... Reactants: Cl (hydrogen chloride), ClC=1C=C2C=CC(=CC2=CC1)S(=O)(=O)CCC(=O)N1CCNCC1 (1-(3-((6-chloro-2-naphthyl)sulfonyl)propionyl)piperazine), Cl.ClCC=1N(/C(/SC1)=N/C)C (N-((2Z)-4-chloromethyl-3-methyl-1,3-thiazol-2(3H)-ylidene)-N-methylamine hydrochloride), C([O-])([O-])=O.[K+].[K+] (potassium carbonate). Run in CCOCC (ether), CN(C)C=O (DMF), C(C)(=O)OCC (ethyl acetate). The product is Cl.Cl.ClC=1C=C2C=CC(=CC2=CC1)S(=O)(=O)CCC(=O)N1CCN(CC1)CC=1N(/C(/SC1)=N/C)C (N-((2Z)-4-((4-(3-((6-Chloro-2-naphthyl)sulfonyl)propanoyl)-1-piperazinyl)methyl)-3-methyl-1,3-thiazol-2(3H)-ylidene)-N-methylamine dihydrochloride). Yield: 121.4%. As a reaction SMILES: [Cl:1][C:2]1[CH:3]=[C:4]2[C:9](=[CH:10][CH:11]=1)[CH:8]=[C:7]([S:12]([CH2:15][CH2:16][C:17]([N:19]1[CH2:24][CH2:23][NH:22][CH2:21][CH2:20]1)=[O:18])(=[O:14])=[O:13])[CH:6]=[CH:5]2.Cl.[Cl:26][CH2:27][C:28]1[N:29]([CH3:35])/[C:30](=[N:33]/[CH3:34])/[S:31][CH:32]=1.C(=O)([O-])[O-].[K+].[K+].Cl>CN(C=O)C.C(OCC)(=O)C.CCOCC>[ClH:1].[ClH:26].[Cl:1][C:2]1[CH:3]=[C:4]2[C:9](=[CH:10][CH:11]=1)[CH:8]=[C:7]([S:12]([CH2:15][CH2:16][C:17]([N:19]1[CH2:20][CH2:21][N:22]([CH2:27][C:28]3[N:29]([CH3:35])/[C:30](=[N:33]/[CH3:34])/[S:31][CH:32]=3)[CH2:23][CH2:24]1)=[O:18])(=[O:14])=[O:13])[CH:6]=[CH:5]2 |f:1.2,3.4.5,10.11.12|. Procedure details: A suspension of 1-(3-((6-chloro-2-naphthyl)sulfonyl)propionyl)piperazine (2.5 g) obtained in Example 3a), N-((2Z)-4-chloromethyl-3-methyl-1,3-thiazol-2(3H)-ylidene)-N-methylamine hydrochloride (2.2 g) and potassium carbonate (2.4 g) in DMF (50 mL) was mixed at 65° C. for 3 hours. The solvent was distilled off under reduced pressure, the residue was diluted with an aqueous potassium carbonate solution, and extracted with chloroform. The extract was dried over anhydrous magnesium sulfate, and then... Starting materials: OC(CN)C1=CC=CC=C1 (2-hydroxy-2-phenylethanamine), CC1=CC=C(OCC(C)=O)C=C1 ((4-methylphenoxy)propan-2-one). Yields the product CC1=CC=C(OCC(C)NCC(C2=CC=CC=C2)O)C=C1 (N-(2-(4-Methylphenoxy)-1-methylethyl)-2-hydroxy-2-phenylethanamine). As a reaction SMILES: [OH:1][CH:2]([C:5]1[CH:10]=[CH:9][CH:8]=[CH:7][CH:6]=1)[CH2:3][NH2:4].[CH3:11][C:12]1[CH:22]=[CH:21][C:15]([O:16][CH2:17][C:18](=O)[CH3:19])=[CH:14][CH:13]=1>>[CH3:11][C:12]1[CH:22]=[CH:21][C:15]([O:16][CH2:17][CH:18]([NH:4][CH2:3][CH:2]([OH:1])[C:5]2[CH:10]=[CH:9][CH:8]=[CH:7][CH:6]=2)[CH3:19])=[CH:14][CH:13]=1. Procedure: The title compound was prepared in the manner described in Example 3 using 2-hydroxy-2-phenylethanamine and (4-methylphenoxy)propan-2-one. Recrystallization from heptane gave the title compound m.p. 87-105. τ(CDCL3) 8.9 (3H, d, J=6 Hz), 7.7 (3H, s), 6.7-7.5 (3H, +2H (disappears with D2O)), 6.2 (2H, m), 5.3 (1H, m), 3.3 (2H, d, J=9 Hz), 2.9 (2H, d, J=9 Hz), 2.7 (5H, m). Starting materials: S(=O)(=O)(O)O.NO (Hydroxylamine sulfate), CC(C(CC#N)=O)(C)C (4,4-dimethyl-3-oxopentanenitrile), [OH-].[Na+] (sodium hydroxide). Solvent: O (water). Yields the product C(C)(C)(C)C1=NOC(=C1)N (3-tert-butyl-isoxazol-5-ylamine). As a reaction SMILES: S(O)(O)(=O)=O.[NH2:6][OH:7].[CH3:8][C:9]([CH3:16])([CH3:15])[C:10](=O)[CH2:11][C:12]#[N:13].[OH-].[Na+]>O>[C:9]([C:10]1[CH:11]=[C:12]([NH2:13])[O:7][N:6]=1)([CH3:16])([CH3:15])[CH3:8] |f:0.1,3.4|. Reported procedure: Hydroxylamine sulfate (27.575 g, 0.168 mol) is added to a stirred solution of 4,4-dimethyl-3-oxopentanenitrile (20 g; 0.160 mol) and sodium hydroxide (26.24 g; 0.656 mol) in water (160 mL). The mixture is heated at reflux for 2 hours, then allowed to cool to room temperature and extracted with methylene chloride. The combined organics are washed with water, dried (Na2SO4), filtered and concentrated in vacuo to afford title compound as a white solid. ESI m/z 141 [M+H]+